The task is: describe an organic reaction: reactants, conditions, products, and yield. This data is from the Open Reaction Database (ORD), a public repository of structured organic reaction records. Reactants: CN(C)C=O, C[Si](C)(C)CCOCCl, Cl, [H-], [Na+], O, O=C(O)c1n[nH]c2c1C=CC(c1ccccc1)(c1ccccc1)C2. The product is C[Si](C)(C)CCOCn1nc(C(=O)O)c2c1CC(c1ccccc1)(c1ccccc1)C=C2. RXN SMILES: [CH3:37][N:38]([CH3:39])[CH:40]=[O:41].[Cl:27][CH2:28][O:29][CH2:30][CH2:31][Si:32]([CH3:33])([CH3:34])[CH3:35].[ClH:36].[H-:25].[Na+:26].[OH2:42].[c:1]1([C:7]2([c:19]3[cH:20][cH:21][cH:22][cH:23][cH:24]3)[CH:8]=[CH:9][c:10]3[c:11]([C:16](=[O:17])[OH:18])[n:12][nH:13][c:14]3[CH2:15]2)[cH:2][cH:3][cH:4][cH:5][cH:6]1>>[c:1]1([C:7]2([c:19]3[cH:20][cH:21][cH:22][cH:23][cH:24]3)[CH:8]=[CH:9][c:10]3[c:11]([C:16](=[O:17])[OH:18])[n:12][n:13]([CH2:28][O:29][CH2:30][CH2:31][Si:32]([CH3:33])([CH3:34])[CH3:35])[c:14]3[CH2:15]2)[cH:2][cH:3][cH:4][cH:5][cH:6]1. Reactants: CC1=C(C(=CC=C1)C)NCC(C)N(C)C (1-(2,6-dimethylphenyl-amino)-2-dimethylamino-propane), N (ammonia), C(=O)O (formic acid), C=O (formaldehyde). Run in O (water). Reaction conditions: time 6 hour. Yields the product CN(C1=C(C=CC=C1C)C)CC(C)N(C)C (1-[N-methyl-N-(2,6-dimethylphenyl)-amino]2-dimethylamino-propane). Isolated yield 98.0%. Reaction SMILES: [CH3:1][C:2]1[CH:7]=[CH:6][CH:5]=[C:4]([CH3:8])[C:3]=1[NH:9][CH2:10][CH:11]([N:13]([CH3:15])[CH3:14])[CH3:12].[CH:16](O)=O.C=O.N>O>[CH3:16][N:9]([CH2:10][CH:11]([N:13]([CH3:15])[CH3:14])[CH3:12])[C:3]1[C:2]([CH3:1])=[CH:7][CH:6]=[CH:5][C:4]=1[CH3:8]. Procedure: A mixture of 1.5 g (7.3 mmoles) of 1-(2,6-dimethylphenyl-amino)-2-dimethylamino-propane, prepared as described in Example 8, 1.5 ml of 99% formic acid and 1.5 ml of a 36% aqueous formaldehyde solution is boiled for 6 hours. The mixture is cooled, poured onto 30 ml of water, the aqueous solution is rendered alkaline (pH=9) with concentrated aqueous ammonia, and extracted then thrice with 10 ml of benzene, each. The benzene solutions are combined, dried over anhydrous potassium carbonate, and the ... Reaction SMILES: [O:1]([C:9]1[CH:18]=[CH:17][CH:16]=[C:15]2[C:10]=1[CH:11]=[CH:12][CH:13]=[N:14]2)[Si:2]([C:5]([CH3:8])([CH3:7])[CH3:6])([CH3:4])[CH3:3].[H][H]>C(O)C.[Pd]>[O:1]([C:9]1[CH:18]=[CH:17][CH:16]=[C:15]2[C:10]=1[CH2:11][CH2:12][CH2:13][NH:14]2)[Si:2]([C:5]([CH3:8])([CH3:7])[CH3:6])([CH3:4])[CH3:3]. Starting materials: raw materials, O([Si](C)(C)C(C)(C)C)C1=C2C=CC=NC2=CC=C1 (5-(t-butyldimethylsiloxy)quinoline), [H][H] (hydrogen), resultant solution. Product: O([Si](C)(C)C(C)(C)C)C1=C2CCCNC2=CC=C1 (5-(t-butyldimethylsiloxy)-1,2,3,4-tetrahydroquinoline). The reagents and catalysts are [Pd] (Pd—C). The solvent is C(C)O (ethanol). The yield is 81.9%. Reported procedure: 5-(t-butyldimethylsiloxy)quinoline (1715 mg) was dissolved in ethanol (50 ml), and the air in a reactor was substituted by argon. 10% Pd—C (100 mg) was added to the resultant solution, and the mixture was stirred at room temperature in the reactor in which the atmosphere was replaced by hydrogen. After disappearance of the raw materials was confirmed, the solid was filtered off, and the filtrate was concentrated. The resultant residue was purified by column chromatography (silica gel:hexane/ethy... The reactants are [Al+3], CCCCCC=CCC=CCC=CCC=CCCCC(=O)O, C1CCOC1, [H-], [H-], [H-], [H-], [Li+], [Na+], [OH-], O. Yields the product CCCCCC=CCC=CCC=CCC=CCCCCO. As a reaction SMILES: [Al+3:2].[C:7]([CH2:8][CH2:9][CH2:10][CH:11]=[CH:12][CH2:13][CH:14]=[CH:15][CH2:16][CH:17]=[CH:18][CH2:19][CH:20]=[CH:21][CH2:22][CH2:23][CH2:24][CH2:25][CH3:26])(=[O:27])[OH:28].[CH2:32]1[O:33][CH2:34][CH2:35][CH2:36]1.[H-:1].[H-:4].[H-:5].[H-:6].[Li+:3].[Na+:31].[OH-:30].[OH2:29]>>[CH2:7]([CH2:8][CH2:9][CH2:10][CH:11]=[CH:12][CH2:13][CH:14]=[CH:15][CH2:16][CH:17]=[CH:18][CH2:19][CH:20]=[CH:21][CH2:22][CH2:23][CH2:24][CH2:25][CH3:26])[OH:27]. The reactants are CC(C)(C)c1ccc(Br)cc1, O=C1NCCC12CCC1(CC2)OCCO1. Product: CC(C)(C)c1ccc(N2CCC3(CCC4(CC3)OCCO4)C2=O)cc1. Reaction SMILES: [Br:16][c:17]1[cH:18][cH:19][c:20]([C:23]([CH3:24])([CH3:25])[CH3:26])[cH:21][cH:22]1.[O:1]1[CH2:2][CH2:3][O:4][C:5]12[CH2:6][CH2:7][C:8]1([C:9](=[O:13])[NH:10][CH2:11][CH2:12]1)[CH2:14][CH2:15]2>>[O:1]1[CH2:2][CH2:3][O:4][C:5]12[CH2:6][CH2:7][C:8]1([C:9](=[O:13])[N:10]([c:17]3[cH:18][cH:19][c:20]([C:23]([CH3:24])([CH3:25])[CH3:26])[cH:21][cH:22]3)[CH2:11][CH2:12]1)[CH2:14][CH2:15]2. Starting materials: C=Cc1cnc(C)c(O)c1CCl, CCO, Cl, [Na+], [Na+], O, O, O, O, O, O, O=S([O-])([O-])=S. Product: C=Cc1cnc(C)c(O)c1CS. RXN SMILES: [CH3:15][c:16]1[n:17][cH:18][c:19]([CH:25]=[CH2:26])[c:20]([CH2:23][Cl:24])[c:21]1[OH:22].[CH3:27][CH2:28][OH:29].[ClH:14].[Na+:11].[Na+:12].[OH2:13].[OH2:1].[OH2:2].[OH2:3].[OH2:4].[OH2:5].[S:6]([O-:7])([O-:8])(=[O:9])=[S:10]>>[SH:6][CH2:23][c:20]1[c:19]([CH:25]=[CH2:26])[cH:18][n:17][c:16]([CH3:15])[c:21]1[OH:22]. Reactants: CS(C)=O, CSCc1cccc2c(C(C)(CCOS(C)(=O)=O)c3ccc(C(F)(F)F)cc3)c[nH]c12, ClCCl, N#C[K], O. The product is CSCc1cccc2c(C(C)(CCC#N)c3ccc(C(F)(F)F)cc3)c[nH]c12. Reaction SMILES: [CH3:39][S:40]([CH3:41])=[O:42].[CH3:4][S:5]([O:6][CH2:9][CH2:10][C:11]([CH3:12])([c:13]1[cH:14][cH:15][c:16]([C:19]([F:20])([F:21])[F:22])[cH:17][cH:18]1)[c:23]1[cH:24][nH:25][c:26]2[c:27]([CH2:32][S:33][CH3:34])[cH:28][cH:29][cH:30][c:31]12)(=[O:7])=[O:8].[Cl:36][CH2:37][Cl:38].[K:1][C:2]#[N:3].[OH2:35]>>[C:2](#[N:3])[CH2:9][CH2:10][C:11]([CH3:12])([c:13]1[cH:14][cH:15][c:16]([C:19]([F:20])([F:21])[F:22])[cH:17][cH:18]1)[c:23]1[cH:24][nH:25][c:26]2[c:27]([CH2:32][S:33][CH3:34])[cH:28][cH:29][cH:30][c:31]12.